This data is from the Open Reaction Database (ORD), a public repository of structured organic reaction records. The task is: describe an organic reaction: reactants, conditions, products, and yield Reaction SMILES: [NH:1]1[CH2:6][CH2:5][CH:4]([NH:7][C:8]2[S:12][C:11]([C:13]#[N:14])=[N:10][N:9]=2)[CH2:3][CH2:2]1.[F:15][C:16]1[CH:17]=[C:18]([CH:21]=[C:22]([C:24]([F:27])([F:26])[F:25])[CH:23]=1)[CH2:19]Br.C(N(C(C)C)CC)(C)C>C(#N)C.CN(C)C=O.ClCCl>[F:15][C:16]1[CH:17]=[C:18]([CH:21]=[C:22]([C:24]([F:25])([F:26])[F:27])[CH:23]=1)[CH2:19][N:1]1[CH2:2][CH2:3][CH:4]([NH:7][C:8]2[S:12][C:11]([C:13]#[N:14])=[N:10][N:9]=2)[CH2:5][CH2:6]1. Reaction conditions: time 48 hour. Procedure: A mixture of 5-(piperidin-4-ylamino)-[1,3,4]thiadiazole-2-carbonitrile (D6) (0.16 g, 0.76 mmol), 3-fluoro-5-(trifluoromethyl)benzyl bromide (0.124 ml, 0.76 mmol) and diisopropylethylamine (0.20 ml, 1.14 mmol) in acetonitrile (2 ml) and N,N-dimethylformamide (0.5 ml) was stirred at room temperature for 48 h. After this period, the reaction mixture was diluted with dichloromethane and extracted with a saturated solution of ammonium chloride (25 ml). The organic layer was separated, dried (Na2SO4) ... The yield is 6.5%. The reactants are N1CCC(CC1)NC1=NN=C(S1)C#N (5-(Piperidin-4-ylamino)-[1,3,4]thiadiazole-2-carbonitrile), FC=1C=C(CBr)C=C(C1)C(F)(F)F (3-fluoro-5-(trifluoromethyl)benzyl bromide), C(C)(C)N(CC)C(C)C (diisopropylethylamine). Product: FC=1C=C(CN2CCC(CC2)NC2=NN=C(S2)C#N)C=C(C1)C(F)(F)F (5-[1-(3-Fluoro-5-trifluoromethyl-benzyl)-piperidin-4-ylamino]-[1,3,4]thiadiazole-2-carbonitrile). The solvent is C(C)#N (acetonitrile), CN(C=O)C (N,N-dimethylformamide), ClCCl (dichloromethane).